Dataset: the Open Reaction Database (ORD), a public repository of structured organic reaction records. Task: describe an organic reaction: reactants, conditions, products, and yield Yields the product O1C(=CC2=C1C=CC=C2)CCCN2CCC1(OCCO1)CC2 (8-[3-(Benzofuran-2-yl)propyl]-1, 4-dioxa-8-azaspiro[4.5]decane). Solvent: CC(=O)C (acetone). Starting materials: O1C(=CC2=C1C=CC=C2)CCCBr (3-(benzofuran-2-yl)-1-bromopropane), O1CCOC12CCNCC2 (1, 4-dioxa-8-azaspiro[4.5]decane), C([O-])([O-])=O.[K+].[K+] (potassium carbonate). Reported procedure: A solution of 5 g of 3-(benzofuran-2-yl)-1-bromopropane, 3 g of 1, 4-dioxa-8-azaspiro[4.5]decane and 5.8 g of potassium carbonate in 200 ml of acetone is refluxed for 24 hours, and then evaporated to dryness. The residue is taken up in ethyl acetate, washed with water, dried and evaporated to yield the expected product. RXN SMILES: [O:1]1[C:5]2[CH:6]=[CH:7][CH:8]=[CH:9][C:4]=2[CH:3]=[C:2]1[CH2:10][CH2:11][CH2:12]Br.[O:14]1[C:18]2([CH2:23][CH2:22][NH:21][CH2:20][CH2:19]2)[O:17][CH2:16][CH2:15]1.C(=O)([O-])[O-].[K+].[K+]>CC(C)=O>[O:1]1[C:5]2[CH:6]=[CH:7][CH:8]=[CH:9][C:4]=2[CH:3]=[C:2]1[CH2:10][CH2:11][CH2:12][N:21]1[CH2:22][CH2:23][C:18]2([O:17][CH2:16][CH2:15][O:14]2)[CH2:19][CH2:20]1 |f:2.3.4|. Reactants: Brc1ccc(OCCN2CCCC2)cc1, O=C([O-])[O-], COc1ccc(Cl)c(-c2cc3nnc(N)nc3cc2C)c1, [Cs+], [Cs+], C1COCCO1, O=C(C=Cc1ccccc1)C=Cc1ccccc1, O=C(C=Cc1ccccc1)C=Cc1ccccc1, O=C(C=Cc1ccccc1)C=Cc1ccccc1, [Pd], [Pd]. The product is COc1ccc(Cl)c(-c2cc3nnc(Nc4ccc(OCCN5CCCC5)cc4)nc3cc2C)c1. Reaction SMILES: [Br:22][c:23]1[cH:24][cH:25][c:26]([O:27][CH2:28][CH2:29][N:30]2[CH2:31][CH2:32][CH2:33][CH2:34]2)[cH:35][cH:36]1.[C:37](=[O:38])([O-:39])[O-:40].[Cl:1][c:2]1[c:3](-[c:10]2[cH:11][c:12]3[c:13]([n:14][c:15]([NH2:18])[n:16][n:17]3)[cH:19][c:20]2[CH3:21])[cH:4][c:5]([O:8][CH3:9])[cH:6][cH:7]1.[Cs+:41].[Cs+:42].[O:43]1[CH2:44][CH2:45][O:46][CH2:47][CH2:48]1.[O:51]=[C:52]([CH:53]=[CH:54][c:55]1[cH:56][cH:57][cH:58][cH:59][cH:60]1)[CH:61]=[CH:62][c:63]1[cH:64][cH:65][cH:66][cH:67][cH:68]1.[O:69]=[C:70]([CH:71]=[CH:72][c:73]1[cH:74][cH:75][cH:76][cH:77][cH:78]1)[CH:79]=[CH:80][c:81]1[cH:82][cH:83][cH:84][cH:85][cH:86]1.[O:87]=[C:88]([CH:89]=[CH:90][c:91]1[cH:92][cH:93][cH:94][cH:95][cH:96]1)[CH:97]=[CH:98][c:99]1[cH:100][cH:101][cH:102][cH:103][cH:104]1.[Pd:49].[Pd:50]>>[Cl:1][c:2]1[c:3](-[c:10]2[cH:11][c:12]3[c:13]([n:14][c:15]([NH:18][c:23]4[cH:24][cH:25][c:26]([O:27][CH2:28][CH2:29][N:30]5[CH2:31][CH2:32][CH2:33][CH2:34]5)[cH:35][cH:36]4)[n:16][n:17]3)[cH:19][c:20]2[CH3:21])[cH:4][c:5]([O:8][CH3:9])[cH:6][cH:7]1. Reactants: CCN(CC)CCNC(=O)c1c(C)[nH]c(C=O)c1C, C1CCNCC1, O, O=C1Cc2c(cccc2-c2cccnc2)N1. The product is CCN(CC)CCNC(=O)c1c(C)[nH]c(C=C2C(=O)Nc3cccc(-c4cccnc4)c32)c1C. RXN SMILES: [CH2:17]([CH3:18])[N:19]([CH2:20][CH2:21][NH:22][C:23](=[O:24])[c:25]1[c:26]([CH3:33])[nH:27][c:28]([CH:31]=[O:32])[c:29]1[CH3:30])[CH2:34][CH3:35].[CH2:36]1[CH2:37][CH2:38][NH:39][CH2:40][CH2:41]1.[OH2:42].[n:1]1[cH:2][c:3](-[c:7]2[c:8]3[c:12]([cH:13][cH:14][cH:15]2)[NH:11][C:10](=[O:16])[CH2:9]3)[cH:4][cH:5][cH:6]1>>[n:1]1[cH:2][c:3](-[c:7]2[c:8]3[c:12]([cH:13][cH:14][cH:15]2)[NH:11][C:10](=[O:16])[C:9]3=[CH:31][c:28]2[nH:27][c:26]([CH3:33])[c:25]([C:23]([NH:22][CH2:21][CH2:20][N:19]([CH2:17][CH3:18])[CH2:34][CH3:35])=[O:24])[c:29]2[CH3:30])[cH:4][cH:5][cH:6]1. The reactants are CCCCC#CCCCC (5-decyne), O.O.O.O.O.O.O.O.O.[N+](=O)([O-])[O-].[Al+3].[N+](=O)([O-])[O-].[N+](=O)([O-])[O-] (aluminum(III) nitrate nonahydrate). Reagents/catalysts: O.O.O.[Rh](Cl)(Cl)Cl (rhodium(III) chloride trihydrate), O.[N+](=O)([O-])[O-].[Cu+2].O.O.O.O.[N+](=O)([O-])[O-].[Cu+2].[N+](=O)([O-])[O-].[N+](=O)([O-])[O-] (copper(II) nitrate hemipentahydrate). Run in C1CCOC1 (THF), O (water). Conditions: time 10 minute. Product: CCCC\C=C/CCCC (Z-5-decene). As a reaction SMILES: O.O.O.O.O.O.O.O.O.[N+]([O-])([O-])=O.[Al+3].[N+]([O-])([O-])=O.[N+]([O-])([O-])=O.[CH3:23][CH2:24][CH2:25][CH2:26][C:27]#[C:28][CH2:29][CH2:30][CH2:31][CH3:32]>C1COCC1.O.O.O.O.[Rh](Cl)(Cl)Cl.O.[N+]([O-])([O-])=O.[Cu+2].O.O.O.O.[N+]([O-])([O-])=O.[Cu+2].[N+]([O-])([O-])=O.[N+]([O-])([O-])=O>[CH3:23][CH2:24][CH2:25][CH2:26]/[CH:27]=[CH:28]\[CH2:29][CH2:30][CH2:31][CH3:32] |f:0.1.2.3.4.5.6.7.8.9.10.11.12,16.17.18.19,20.21.22.23.24.25.26.27.28.29.30|. Procedure details: To a solution of rhodium(III) chloride trihydrate (1.3 mg, 0.005 mmol), copper(II) nitrate hemipentahydrate (2.90 mg, 0.0125 mmol) and aluminum(III) nitrate nonahydrate (0.188 g, 0.50 mmol) in a mixture of THF (2.5 mL) and water (0.5 mL) is added 5-decyne (69 mg, 0.50 mmol). The solution is stirred for 10 minutes and then triethoxysilone (0.21 g, 1.25 mmol) is added. The system is closed and stirred at room temperature for 7 hours. The volatiles are removed in vacuo. A mixture of hexane (5 mL) a...